From a dataset of the Open Reaction Database (ORD), a public repository of structured organic reaction records. describe an organic reaction: reactants, conditions, products, and yield Reactants: FC1=CC=C(C=C1)[N+](=O)[O-] (4-fluoronitrobenzene), [Sb](Cl)(Cl)(Cl)(Cl)Cl (antimony pentachloride), II (iodine). Product: ClC=1C=C(C=CC1F)[N+](=O)[O-] (3-chloro-4-fluoronitrobenzene). The yield is 99.0%. As a reaction SMILES: [F:1][C:2]1[CH:7]=[CH:6][C:5]([N+:8]([O-:10])=[O:9])=[CH:4][CH:3]=1.[Sb](Cl)(Cl)(Cl)(Cl)[Cl:12].II>>[Cl:12][C:3]1[CH:4]=[C:5]([N+:8]([O-:10])=[O:9])[CH:6]=[CH:7][C:2]=1[F:1]. Procedure details: 141 G of 4-fluoronitrobenzene, 7 g of antimony pentachloride and 0.5 g of iodine were charged. The same succeeding procedures as in Example 1 were repeated to obtain 173 g (yield: 99%) of 3-chloro-4-fluoronitrobenzene. Analytical value thereof by gas chromatography was as follows: Starting materials: ClCC=1N=C2N(C(C1I)=O)C=CC=C2 (2-(chloromethyl)-3-iodo-4H-pyrido[1,2-a]pyrimidin-4-one), C(C)(=O)[O-].[K+] (potassium acetate), O (water). The solvent is CN(C)C=O (DMF). Run at temperature 40 celsius, time 3 hour. Yields the product C(C)(=O)OCC=1N=C2N(C(C1I)=O)C=CC=C2 ((3-iodo-4-oxo-4H-pyrido[1,2-a]pyrimidin-2-yl)methyl acetate). Yield: 90.4%. Reaction SMILES: Cl[CH2:2][C:3]1[N:4]=[C:5]2[CH:14]=[CH:13][CH:12]=[CH:11][N:6]2[C:7](=[O:10])[C:8]=1[I:9].[C:15]([O-:18])(=[O:17])[CH3:16].[K+].O>CN(C=O)C>[C:15]([O:18][CH2:2][C:3]1[N:4]=[C:5]2[CH:14]=[CH:13][CH:12]=[CH:11][N:6]2[C:7](=[O:10])[C:8]=1[I:9])(=[O:17])[CH3:16] |f:1.2|. Procedure details: A mixture of 20.0 g (62.4 mmol) of the product from Step 2 (12) and 9.2 g (93.6 mmol) of potassium acetate in 200 mL DMF was stirred at 40° C. under nitrogen for three hours. The reaction mixture was allowed to cool to ambient temperature and the addition of excess water to the reaction solution caused the product to precipitate out of solution. The product was filtered, washed with water (3×), and drying under reduced pressure at 40° C. overnight yielded 19.4 g (56.4 mmol, 90%) of (3-iodo-4-oxo... The reagents and catalysts are C1=CC=C(C=C1)P([C-]2C=CC=C2)C3=CC=CC=C3.C1=CC=C(C=C1)P([C-]2C=CC=C2)C3=CC=CC=C3.Cl[Pd]Cl.[Fe+2].C(Cl)Cl (PdCl2(dppf) CH2Cl2). Solvent: O (water). Yields the product CC1=C(C(NC(=C1)C)=O)CNC(=O)C=1C=2C(=CN(C2C=C(C1)C=1C=NC(=CC1)N1CCNCC1)C(C)C)C (N-[(4,6-dimethyl-2-oxo-1,2-dihydro-3-pyridinyl)methyl]-3-methyl-1-(1-methylethyl)-6-[6-(1-piperazinyl)-3-pyridinyl]-1H-indole-4-carboxamide), solid. Yield: 41.0%. Conditions: time 10 minute. Procedure: 6-Bromo-N-[(4,6-dimethyl-2-oxo-1,2-dihydro-3-pyridinyl)methyl]-3-methyl-1-(1-methylethyl)-1H-indole-4-carboxamide (1.9 g, 4.42 mmol), 1-[5-(4,4,5,5-tetramethyl-1,3,2-dioxaborolan-2-yl)-2-pyridinyl]piperazine (1.277 g, 4.42 mmol) and potassium phosphate (tribasic) (2.81 g, 13.25 mmol) were placed in a 150 mL pressure vessel followed by addition of 1,4-dioxane (40 mL) and water (10.00 mL). The suspension was stirred and degassed under N2 for 15 min. (emulsion). Next added in PdCl2(dppf)-CH2Cl2 add... RXN SMILES: Br[C:2]1[CH:3]=[C:4]([C:15]([NH:17][CH2:18][C:19]2[C:20](=[O:27])[NH:21][C:22]([CH3:26])=[CH:23][C:24]=2[CH3:25])=[O:16])[C:5]2[C:6]([CH3:14])=[CH:7][N:8]([CH:11]([CH3:13])[CH3:12])[C:9]=2[CH:10]=1.CC1(C)C(C)(C)OB([C:36]2[CH:37]=[CH:38][C:39]([N:42]3[CH2:47][CH2:46][NH:45][CH2:44][CH2:43]3)=[N:40][CH:41]=2)O1.P([O-])([O-])([O-])=O.[K+].[K+].[K+].O1CCOCC1>C1C=CC(P(C2C=CC=CC=2)[C-]2C=CC=C2)=CC=1.C1C=CC(P(C2C=CC=CC=2)[C-]2C=CC=C2)=CC=1.Cl[Pd]Cl.[Fe+2].C(Cl)Cl.O>[CH3:25][C:24]1[CH:23]=[C:22]([CH3:26])[NH:21][C:20](=[O:27])[C:19]=1[CH2:18][NH:17][C:15]([C:4]1[C:5]2[C:6]([CH3:14])=[CH:7][N:8]([CH:11]([CH3:13])[CH3:12])[C:9]=2[CH:10]=[C:2]([C:36]2[CH:41]=[N:40][C:39]([N:42]3[CH2:43][CH2:44][NH:45][CH2:46][CH2:47]3)=[CH:38][CH:37]=2)[CH:3]=1)=[O:16] |f:2.3.4.5,7.8.9.10.11|. The reactants are BrC=1C=C(C=2C(=CN(C2C1)C(C)C)C)C(=O)NCC=1C(NC(=CC1C)C)=O (6-Bromo-N-[(4,6-dimethyl-2-oxo-1,2-dihydro-3-pyridinyl)methyl]-3-methyl-1-(1-methylethyl)-1H-indole-4-carboxamide), CC1(OB(OC1(C)C)C=1C=CC(=NC1)N1CCNCC1)C (1-[5-(4,4,5,5-tetramethyl-1,3,2-dioxaborolan-2-yl)-2-pyridinyl]piperazine), P(=O)([O-])([O-])[O-].[K+].[K+].[K+] (potassium phosphate), O1CCOCC1 (1,4-dioxane).